This data is from the Open Reaction Database (ORD), a public repository of structured organic reaction records. The task is: describe an organic reaction: reactants, conditions, products, and yield The reactants are NC1=C(NC2=CC(=CC=C12)Cl)C(=O)C1CC(CCC1)C (3-amino-6-chloro-2-(3-methylcyclohexylcarbonyl)indole), C(C)(=O)Cl (acetyl chloride). The solvent is C(C)(=O)OCC.CCCCCC (ethyl acetate hexane). The product is C(C)(=O)NC1=C(NC2=CC(=CC=C12)Cl)C(=O)C1CC(CCC1)C (3-Acetylamino-6-chloro-2-(3-methylcyclohexylcarbonyl)indole). Reaction SMILES: [NH2:1][C:2]1[C:10]2[C:5](=[CH:6][C:7]([Cl:11])=[CH:8][CH:9]=2)[NH:4][C:3]=1[C:12]([CH:14]1[CH2:19][CH2:18][CH2:17][CH:16]([CH3:20])[CH2:15]1)=[O:13].[C:21](Cl)(=[O:23])[CH3:22]>C(OCC)(=O)C.CCCCCC>[C:21]([NH:1][C:2]1[C:10]2[C:5](=[CH:6][C:7]([Cl:11])=[CH:8][CH:9]=2)[NH:4][C:3]=1[C:12]([CH:14]1[CH2:19][CH2:18][CH2:17][CH:16]([CH3:20])[CH2:15]1)=[O:13])(=[O:23])[CH3:22] |f:2.3|. Procedure: The title compound was prepared according to the procedure described in Example 19 employing 3-amino-6-chloro-2-(3-methylcyclohexylcarbonyl)indole (Example 144) and acetyl chloride. m.p.: 202-203° C. (ethyl acetate/hexane) Reactants: [OH-].[Na+] (sodium hydroxide), C(O)([O-])=O.[Na+] (sodium hydrogen carbonate), Cl (Hydrochloric acid), C1(CCCCC1)C=1C2=C(N3CCOC4=C(C13)C=CC=C4OCC(N4CCCCC4)=O)C=C(C=C2)C(=O)OC (methyl 12-cyclohexyl-4-[2-oxo-2-(piperidin-1-yl)ethoxy]-6,7-dihydro-5-oxa-7a-azadibenzo[a,e]azulene-9-carboxylate), solution, BH3. The solvent is O (Water), O1CCCC1 (tetrahydrofuran), O1CCCC1 (tetrahydrofuran). Run at time 3 hour. Product: C1(CCCCC1)C=1C2=C(N3CCOC4=C(C13)C=CC=C4OCCN4CCCCC4)C=C(C=C2)C(=O)OC (methyl 12-cyclohexyl-4-[2-(piperidin-1-yl)ethoxy]-6,7-dihydro-5-oxa-7a-azadibenzo[a,e]azulene-9-carboxylate). Yield: 97.4%. Reaction SMILES: [CH:1]1([C:7]2[C:8]3[CH:34]=[CH:33][C:32]([C:35]([O:37][CH3:38])=[O:36])=[CH:31][C:9]=3[N:10]3[C:16]=2[C:15]2[CH:17]=[CH:18][CH:19]=[C:20]([O:21][CH2:22][C:23](=O)[N:24]4[CH2:29][CH2:28][CH2:27][CH2:26][CH2:25]4)[C:14]=2[O:13][CH2:12][CH2:11]3)[CH2:6][CH2:5][CH2:4][CH2:3][CH2:2]1.Cl.[OH-].[Na+].C(=O)([O-])O.[Na+]>O1CCCC1.O>[CH:1]1([C:7]2[C:8]3[CH:34]=[CH:33][C:32]([C:35]([O:37][CH3:38])=[O:36])=[CH:31][C:9]=3[N:10]3[C:16]=2[C:15]2[CH:17]=[CH:18][CH:19]=[C:20]([O:21][CH2:22][CH2:23][N:24]4[CH2:29][CH2:28][CH2:27][CH2:26][CH2:25]4)[C:14]=2[O:13][CH2:12][CH2:11]3)[CH2:2][CH2:3][CH2:4][CH2:5][CH2:6]1 |f:2.3,4.5|. Procedure: To a solution of methyl 12-cyclohexyl-4-[2-oxo-2-(piperidin-1-yl)ethoxy]-6,7-dihydro-5-oxa-7a-azadibenzo[a,e]azulene-9-carboxylate (254 mg, 0.49 mmol) in tetrahydrofuran (1 ml) was added a solution (1 ml) of 1M BH3 THF complex in tetrahydrofuran, and the mixture was stirred at room temperature for 3 hr. 2N Hydrochloric acid (2 ml) was added to the reaction mixture, and the mixture was stirred at 70° C. for 4 hr. The reaction mixture was allowed to cool to room temperature, and the reaction mixtu...